This data is from the Open Reaction Database (ORD), a public repository of structured organic reaction records. The task is: describe an organic reaction: reactants, conditions, products, and yield Reactants: C1=NC(=CC2=CC=CC=C12)CN(C(=O)C1=CC2=C(OC(O2)(C)C)C(=C1)OC)C[C@H]1NCCC1 (7-methoxy-2,2-dimethyl-benzo[1,3]dioxole-5-carboxylic acid isoquinolin-3-ylmethyl-(S)-1-pyrrolidin-2-ylmethyl-amide), C1(CCC1)=O (cyclobutanone), C(C)(=O)O[BH-](OC(C)=O)OC(C)=O.[Na+] (sodium triacetoxyborohydride). The solvent is ClCCl (dichloromethane). Product: C1(CCC1)N1[C@@H](CCC1)CN(C(=O)C1=CC2=C(OC(O2)(C)C)C(=C1)OC)CC=1N=CC2=CC=CC=C2C1 (7-Methoxy-2,2-dimethyl-benzo[1,3]dioxole-5-carboxylic acid ((S)-1-cyclobutyl-pyrrolidin-2-ylmethyl)-isoquinolin-3-ylmethyl-amide). Isolated yield 60.5%. As a reaction SMILES: [CH:1]1[C:10]2[C:5](=[CH:6][CH:7]=[CH:8][CH:9]=2)[CH:4]=[C:3]([CH2:11][N:12]([CH2:28][C@@H:29]2[CH2:33][CH2:32][CH2:31][NH:30]2)[C:13]([C:15]2[CH:25]=[C:24]([O:26][CH3:27])[C:18]3[O:19][C:20]([CH3:23])([CH3:22])[O:21][C:17]=3[CH:16]=2)=[O:14])[N:2]=1.[C:34]1(=O)[CH2:37][CH2:36][CH2:35]1.C(O[BH-](OC(=O)C)OC(=O)C)(=O)C.[Na+]>ClCCl>[CH:34]1([N:30]2[CH2:31][CH2:32][CH2:33][C@H:29]2[CH2:28][N:12]([CH2:11][C:3]2[N:2]=[CH:1][C:10]3[C:5]([CH:4]=2)=[CH:6][CH:7]=[CH:8][CH:9]=3)[C:13]([C:15]2[CH:25]=[C:24]([O:26][CH3:27])[C:18]3[O:19][C:20]([CH3:23])([CH3:22])[O:21][C:17]=3[CH:16]=2)=[O:14])[CH2:37][CH2:36][CH2:35]1 |f:2.3|. Procedure: In 1 mL dichloromethane was dissolved 40 mg (0.089 mmol) of 7-methoxy-2,2-dimethyl-benzo[1,3]dioxole-5-carboxylic acid isoquinolin-3-ylmethyl-(S)-1-pyrrolidin-2-ylmethyl-amide, to this solution was added 20 mg (0.25 mmol) of cyclobutanone and 53 mg (0.25 mmol) of sodium triacetoxyborohydride. After overnight the reaction was quenched with aqueous sodium bicarbonate and purified using reverse phase HPLC, mobile phase with a gradient 10-70% acetonitrile in 40 min. Fractions containing pure product... The reactants are BrC1=CN=C2C(=N1)N(CCN2)CC2=C(C(=CC=C2F)F)Cl (7-bromo-1-(2-chloro-3,6-difluorobenzyl)-1,2,3,4-tetrahydropyrazino[2,3-b]pyrazine), N1(CCCC1)C1CCN(CC1)C(=O)C1=CC=C(C=C1)B1OC(C(O1)(C)C)(C)C ([4-(pyrrolidin-1-yl)piperidin-1-yl][4-(4,4,5,5-tetramethyl-1,3,2-dioxaborolan-2-yl)phenyl]methanone). The product is ClC1=C(CN2C3=C(NCC2)N=CC(=N3)C3=CC=C(C=C3)C(=O)N3CCC(CC3)N3CCCC3)C(=CC=C1F)F ({4-[8-(2-chloro-3,6-difluorobenzyl)-5,6,7,8-tetrahydropyrazino[2,3-b]pyrazin-2-yl]phenyl}[4-(pyrrolidin-1-yl)piperidin-1-yl]methanone). As a reaction SMILES: Br[C:2]1[N:7]=[C:6]2[N:8]([CH2:12][C:13]3[C:18]([F:19])=[CH:17][CH:16]=[C:15]([F:20])[C:14]=3[Cl:21])[CH2:9][CH2:10][NH:11][C:5]2=[N:4][CH:3]=1.[N:22]1([CH:27]2[CH2:32][CH2:31][N:30]([C:33]([C:35]3[CH:40]=[CH:39][C:38](B4OC(C)(C)C(C)(C)O4)=[CH:37][CH:36]=3)=[O:34])[CH2:29][CH2:28]2)[CH2:26][CH2:25][CH2:24][CH2:23]1>>[Cl:21][C:14]1[C:15]([F:20])=[CH:16][CH:17]=[C:18]([F:19])[C:13]=1[CH2:12][N:8]1[CH2:9][CH2:10][NH:11][C:5]2[N:4]=[CH:3][C:2]([C:38]3[CH:39]=[CH:40][C:35]([C:33]([N:30]4[CH2:29][CH2:28][CH:27]([N:22]5[CH2:23][CH2:24][CH2:25][CH2:26]5)[CH2:32][CH2:31]4)=[O:34])=[CH:36][CH:37]=3)=[N:7][C:6]1=2. Reported procedure: The entitled compound was prepared from 7-bromo-1-(2-chloro-3,6-difluorobenzyl)-1,2,3,4-tetrahydropyrazino[2,3-b]pyrazine and [4-(pyrrolidin-1-yl)piperidin-1-yl][4-(4,4,5,5-tetramethyl-1,3,2-dioxaborolan-2-yl)phenyl]methanone using Suzuki coupling conditions as described in Example 1. Reported procedure: To a reaction vessel containing the residue of 4-(5-chloropyridin-3-yl)-2-(methyl(2,2,2-trifluoroethyl)amino)-3-((trans-4-methylcyclohexyl)methyl)-3H-imidazo[4,5-c]pyridine-6-carbonitrile (0.027 g, 0.056 mmol) suspended in EtOH (1.0 mL) was added hydroxylamine (0.10 mL, 50% w/w in H2O). The reaction was stirred at ambient temperature for 3 hours. To the reaction was then added benzene (2.0 mL), and the reaction was concentrated in vacuo to afford 4-(5-chloropyridin-3-yl)-N-hydroxy-2-(methyl(2,2,... The product is ClC=1C=C(C=NC1)C1=NC(=CC2=C1N(C(=N2)N(CC(F)(F)F)C)C[C@@H]2CC[C@H](CC2)C)C(NO)=N (4-(5-chloropyridin-3-yl)-N-hydroxy-2-(methyl(2,2,2-trifluoroethyl)amino)-3-((trans-4-methylcyclohexyl)methyl)-3H-imidazo[4,5-c]pyridine-6-carboximidamide), crude residue. Reaction SMILES: [Cl:1][C:2]1[CH:3]=[C:4]([C:8]2[C:13]3[N:14]([CH2:24][C@H:25]4[CH2:30][CH2:29][C@H:28]([CH3:31])[CH2:27][CH2:26]4)[C:15]([N:17]([CH3:23])[CH2:18][C:19]([F:22])([F:21])[F:20])=[N:16][C:12]=3[CH:11]=[C:10]([C:32]#[N:33])[N:9]=2)[CH:5]=[N:6][CH:7]=1.[NH2:34][OH:35]>CCO>[Cl:1][C:2]1[CH:3]=[C:4]([C:8]2[C:13]3[N:14]([CH2:24][C@H:25]4[CH2:26][CH2:27][C@H:28]([CH3:31])[CH2:29][CH2:30]4)[C:15]([N:17]([CH3:23])[CH2:18][C:19]([F:20])([F:21])[F:22])=[N:16][C:12]=3[CH:11]=[C:10]([C:32](=[NH:33])[NH:34][OH:35])[N:9]=2)[CH:5]=[N:6][CH:7]=1. Starting materials: ClC=1C=C(C=NC1)C1=NC(=CC2=C1N(C(=N2)N(CC(F)(F)F)C)C[C@@H]2CC[C@H](CC2)C)C#N (4-(5-chloropyridin-3-yl)-2-(methyl(2,2,2-trifluoroethyl)amino)-3-((trans-4-methylcyclohexyl)methyl)-3H-imidazo[4,5-c]pyridine-6-carbonitrile), NO (hydroxylamine). Conditions: time 3 hour. The solvent is CCO (EtOH). Starting materials: ice water, [Cl-].[Al+3].[Cl-].[Cl-] (aluminum chloride), BrC(C(=O)Br)C (2-bromopropionyl bromide), CN1C(SC2=C1C=CC=C2)=O (3-methyl-2-benzothiazolinone). Solvent: C(=S)=S (carbon disulfide). Run at time 30 minute. The product is BrC(C(=O)C=1C=CC2=C(N(C(S2)=O)C)C1)C (5-(2-bromopropionyl)-3-methyl-2-benzothiazolinone). Yield: 73.7%. As a reaction SMILES: [Cl-].[Al+3].[Cl-].[Cl-].[Br:5][CH:6]([CH3:10])[C:7](Br)=[O:8].[CH3:11][N:12]1[C:16]2[CH:17]=[CH:18][CH:19]=[CH:20][C:15]=2[S:14][C:13]1=[O:21]>C(=S)=S>[Br:5][CH:6]([CH3:10])[C:7]([C:18]1[CH:19]=[CH:20][C:15]2[S:14][C:13](=[O:21])[N:12]([CH3:11])[C:16]=2[CH:17]=1)=[O:8] |f:0.1.2.3|. Procedure: A mixture of aluminum chloride (51.2 g) and 2-bromopropionyl bromide (25 g) in carbon disulfide (100 ml) was stirred at 35° C. to 40° C. for 30 minutes. To the mixture was added 3-methyl-2-benzothiazolinone (12.7 g) and the resulting mixture was stirred at 40° C. to 45° C. for 5 hours. The reaction mixture was poured into ice-water and extracted with ethyl acetate. The extract was washed with brine, dried over magnesium sulfate and evaporated in vacuo to afford a crystalline residue. The residue... Reactants: CI, CN(C)C=O, OCc1nc2ccc(Cl)nc2[nH]1, [H-], [Na+]. Product: Cn1c(CO)nc2ccc(Cl)nc21. As a reaction SMILES: [CH3:15][I:16].[CH3:17][N:18]([CH3:19])[CH:20]=[O:21].[Cl:1][c:2]1[cH:3][cH:4][c:5]2[c:6]([n:7]1)[nH:8][c:9]([CH2:11][OH:12])[n:10]2.[H-:13].[Na+:14]>>[Cl:1][c:2]1[cH:3][cH:4][c:5]2[c:6]([n:7]1)[n:8]([CH3:15])[c:9]([CH2:11][OH:12])[n:10]2. As a reaction SMILES: Br[C:2]1[N:7]=[C:6]([CH2:8][N:9]2[C:18]3[C:13](=[CH:14][CH:15]=[CH:16][CH:17]=3)[C:12](=[O:19])[C:11]([C:20](=[O:29])[C:21]3[CH:26]=[CH:25][C:24]([CH3:27])=[C:23]([CH3:28])[CH:22]=3)=[CH:10]2)[CH:5]=[CH:4][CH:3]=1.[N:30]1[CH:35]=[C:34](B(O)O)[CH:33]=[N:32][CH:31]=1.C1(P(C2C=CC=CC=2)C2C=CC=CC=2)C=CC=CC=1.C([O-])([O-])=O.[Na+].[Na+]>O1CCCC1.C1C=CC(/C=C/C(/C=C/C2C=CC=CC=2)=O)=CC=1.C1C=CC(/C=C/C(/C=C/C2C=CC=CC=2)=O)=CC=1.C1C=CC(/C=C/C(/C=C/C2C=CC=CC=2)=O)=CC=1.[Pd].[Pd].C(#N)C>[CH3:28][C:23]1[CH:22]=[C:21]([CH:26]=[CH:25][C:24]=1[CH3:27])[C:20]([C:11]1[C:12](=[O:19])[C:13]2[C:18](=[CH:17][CH:16]=[CH:15][CH:14]=2)[N:9]([CH2:8][C:6]2[CH:5]=[CH:4][CH:3]=[C:2]([C:34]3[CH:35]=[N:30][CH:31]=[N:32][CH:33]=3)[N:7]=2)[CH:10]=1)=[O:29] |f:3.4.5,7.8.9.10.11|. The reagents and catalysts are C=1C=CC(=CC1)/C=C/C(=O)/C=C/C2=CC=CC=C2.C=1C=CC(=CC1)/C=C/C(=O)/C=C/C2=CC=CC=C2.C=1C=CC(=CC1)/C=C/C(=O)/C=C/C2=CC=CC=C2.[Pd].[Pd] (Pd2(dba)3). Starting materials: BrC1=CC=CC(=N1)CN1C=C(C(C2=CC=CC=C12)=O)C(C1=CC(=C(C=C1)C)C)=O (1-(6-Bromo-pyridin-2-ylmethyl)-3-(3,4-dimethyl-benzoyl)-1H-quinolin-4-one), N1=CN=CC(=C1)B(O)O (pyrimidin-5-boronic acid), C1(=CC=CC=C1)P(C1=CC=CC=C1)C1=CC=CC=C1 (triphenylphosphine), resultant solution, C(=O)([O-])[O-].[Na+].[Na+] (Na2CO3), crude product. Run in O1CCCC1 (tetrahydrofuran), C(C)#N (acetonitrile). Run at temperature 75 celsius, time 18 hour. Procedure: 90 mg (0.2 mmol) of 1-(6-Bromo-pyridin-2-ylmethyl)-3-(3,4-dimethyl-benzoyl)-1H-quinolin-4-one 4 mm, 50 mg (0.40 mmol) of pyrimidin-5-boronic acid, 18.3 mg (0.02 mmol) of Pd2(dba)3, 21 mg (0.08 mmol) of triphenylphosphine were dissolved in 2 mL of tetrahydrofuran. To the resultant solution was added 0.5 mL (1.0 mmol) of 2N Na2CO3 aqueous solution and the mixture was stirred at 75° C. for 18 h. The reaction mixture was quenched by pouring into a container having 20 mL of water. The crude product p... Yields the product CC=1C=C(C(=O)C2=CN(C3=CC=CC=C3C2=O)CC2=NC(=CC=C2)C=2C=NC=NC2)C=CC1C (3-(3,4-Dimethyl-benzoyl)-1-(6-pyrimidin-5-yl-pyridin-2-ylmethyl)-1H-quinolin-4-one).